This data is from the Open Reaction Database (ORD), a public repository of structured organic reaction records. The task is: describe an organic reaction: reactants, conditions, products, and yield RXN SMILES: [CH:1]1([N:6]2[CH2:11][CH2:10][N:9]([C:12]([C:14]3[CH:15]=[C:16]4[C:20](=[CH:21][CH:22]=3)[NH:19][C:18]([C:23]([OH:25])=O)=[CH:17]4)=[O:13])[CH2:8][CH2:7]2)[CH2:5][CH2:4][CH2:3][CH2:2]1.Cl.F[B-](F)(F)F.N1([O:41]C(N(C)C)=[N+](C)C)C2C=CC=CC=2N=N1.F[CH:50]1[CH2:55][CH:54](F)[CH2:53][CH2:52][NH:51]1.C(N(CC)C(C)C)(C)C>CN(C)C=O>[CH:1]1([N:6]2[CH2:11][CH2:10][N:9]([C:12]([C:14]3[CH:15]=[C:16]4[C:20](=[CH:21][CH:22]=3)[NH:19][C:18]([C:23]([N:51]3[CH2:52][CH2:53][CH:54]([OH:41])[CH2:55][CH2:50]3)=[O:25])=[CH:17]4)=[O:13])[CH2:8][CH2:7]2)[CH2:5][CH2:4][CH2:3][CH2:2]1 |f:2.3|. Product: C1(CCCC1)N1CCN(CC1)C(=O)C=1C=C2C=C(NC2=CC1)C(=O)N1CCC(CC1)O ([5-(4-Cyclopentyl-piperazine-1-carbonyl)-1H-indol-2-yl]-(4-hydroxy-piperidin-1-yl) -methanone). Starting materials: C1(CCCC1)N1CCN(CC1)C(=O)C=1C=C2C=C(NC2=CC1)C(=O)O (5-(4-cyclopentyl-piperazine-1-carbonyl)-1H-indole-2-carboxylic acid), Cl (hydrochloride), F[B-](F)(F)F.N1(N=NC2=C1C=CC=C2)OC(=[N+](C)C)N(C)C (O-(benzotriazol-1-yl)-N,N,N′,N′-tetramethyluronium tetrafluoroborate), FC1NCCC(C1)F (2,4-difluoro piperidine), C(C)(C)N(C(C)C)CC (N,N-diisopropylethylamine). Solvent: CN(C=O)C (N,N-dimethylformamide). Procedure details: The title compound was synthesized in analogy to example 1, from 5-(4-cyclopentyl-piperazine-1-carbonyl)-1H-indole-2-carboxylic acid 1:1 hydrochloride, O-(benzotriazol-1-yl)-N,N,N′,N′-tetramethyluronium tetrafluoroborate (commercially available), 2,4-difluoro piperidine (commercially available) and N,N-diisopropylethylamine in N,N-dimethylformamide to give the desired product after purification by preparative HPLC on reversed phase eluting with a gradient formed from acetonitrile/water/formic ac... Reactants: O=[N+]([O-])c1ccc(Br)cn1, CC(C)N. The product is CC(C)Nc1ccc([N+](=O)[O-])nc1. Reaction SMILES: [Br:1][c:2]1[cH:3][cH:4][c:5]([N+:8](=[O:9])[O-:10])[n:6][cH:7]1.[CH3:11][CH:12]([CH3:13])[NH2:14]>>[c:2]1([NH:14][CH:12]([CH3:11])[CH3:13])[cH:3][cH:4][c:5]([N+:8](=[O:9])[O-:10])[n:6][cH:7]1. Reactants: O(C1=CC=CC=C1)CCBr (2-phenoxyethyl bromide), C(CCC)[Li] (n-butyl lithium), O=C(C=P(C1=CC=CC=C1)(C1=CC=CC=C1)C1=CC=CC=C1)C (2-oxopropylidenetriphenylphosphorane), O (water). Run in O1CCCC1 (tetrahydrofuran), CCCCCC (hexane), O1CCCC1 (tetrahydrofuran), [2H]C(Cl)(Cl)Cl (deuterochloroform), C(C)OCC (diethyl ether). Reaction conditions: temperature -65 celsius, time 15 minute. Yields the product O=C(C=P(C1=CC=CC=C1)(C1=CC=CC=C1)C1=CC=CC=C1)CCCOC1=CC=CC=C1 (2-oxo-5-phenoxypentylidenetriphenylphosphorane). The yield is 45.6%. RXN SMILES: C([Li])CCC.[O:6]=[C:7]([CH3:28])[CH:8]=[P:9]([C:22]1[CH:27]=[CH:26][CH:25]=[CH:24][CH:23]=1)([C:16]1[CH:21]=[CH:20][CH:19]=[CH:18][CH:17]=1)[C:10]1[CH:15]=[CH:14][CH:13]=[CH:12][CH:11]=1.[O:29]([CH2:36][CH2:37]Br)[C:30]1[CH:35]=[CH:34][CH:33]=[CH:32][CH:31]=1.O>CCCCCC.O1CCCC1.[2H]C(Cl)(Cl)Cl.C(OCC)C>[O:6]=[C:7]([CH2:28][CH2:37][CH2:36][O:29][C:30]1[CH:35]=[CH:34][CH:33]=[CH:32][CH:31]=1)[CH:8]=[P:9]([C:10]1[CH:15]=[CH:14][CH:13]=[CH:12][CH:11]=1)([C:22]1[CH:27]=[CH:26][CH:25]=[CH:24][CH:23]=1)[C:16]1[CH:17]=[CH:18][CH:19]=[CH:20][CH:21]=1. Reported procedure: A solution of n-butyl lithium (2.69 g) in hexane (26.25 ml) was added dropwise to a stirred solution of 2-oxopropylidenetriphenylphosphorane (12.73 g) in anhydrous tetrahydrofuran (400 ml) at -65° C. in an atmosphere of dry nitrogen. The red solution was stirred at -65° C. for a further 15 minutes and was then treated with a solution of 2-phenoxyethyl bromide (8.04 g) in anhydrous tetrahydrofuran (40 ml). The mixture was stirred at 0° C. for one hour and then at ambient temperature for 2 hours, ... Starting materials: C([O-])(O)=O.[Na+] (sodium bicarbonate), CI (methyl iodide), [OH-].[K+] (potassium hydroxide), BrC=1C=CC=2N(C1)C(=CN2)C(=O)NN (6-bromoimidazo[1,2-a]pyridine-3-carboxylic acid hydrazide), C(=S)=S (carbon disulfide), O.C1(=CC=C(C=C1)S(=O)(=O)O)C (p-toluenesulfonic acid monohydrate), ice water. Run in O (water), O1CCCC1 (tetrahydrofuran), C(C)(=O)OCC (Ethyl acetate), CO (methanol), C1(=CC=CC=C1)C (toluene), O (water), C(C)(=O)OCC (Ethyl acetate). Conditions: time 2.5 hour. The product is BrC=1C=CC=2N(C1)C(=CN2)C=2SC(=NN2)SC (6-Bromo-3-(5-methylsulfanyl[1,3,4]thiadiazol-2-yl)imidazo[1,2-a]pyridine). Yield: 5.1%. RXN SMILES: [OH-].[K+].[Br:3][C:4]1[CH:5]=[CH:6][C:7]2[N:8]([C:10]([C:13]([NH:15][NH2:16])=O)=[CH:11][N:12]=2)[CH:9]=1.CI.O.C1(C)C=C[C:23]([S:26](O)(=O)=O)=CC=1.C(=O)(O)[O-].[Na+].[C:36](=S)=[S:37]>O.O1CCCC1.C(OCC)(=O)C.C1(C)C=CC=CC=1.CO>[Br:3][C:4]1[CH:5]=[CH:6][C:7]2[N:8]([C:10]([C:13]3[S:37][C:36]([S:26][CH3:23])=[N:16][N:15]=3)=[CH:11][N:12]=2)[CH:9]=1 |f:0.1,4.5,6.7|. Procedure: 66 mg potassium hydroxide (powder) was added to a mixture of 306 mg of 6-bromoimidazo[1,2-a]pyridine-3-carboxylic acid hydrazide (compound in Production Example 276), 195 mg carbon disulfide and 12 mL methanol under cooling with ice-water, and the mixture was stirred for 2.5 hours. Then, the reaction mixture was returned to room temperature, and 4 hours later, 75 μL methyl iodide was added thereto and stirred overnight. Ethyl acetate and water were added to the reaction solution, and the organic... The reactants are CCCc1nc2cnc3ccccc3c2n1NC(=O)OC(C)(C)C, CCO, CCOCC, Cl. The product is CCCc1nc2cnc3ccccc3c2n1N. As a reaction SMILES: [CH2:1]([CH2:2][CH3:3])[c:4]1[n:5]([NH:17][C:18](=[O:19])[O:20][C:21]([CH3:22])([CH3:23])[CH3:24])[c:6]2[c:7]([cH:8][n:9][c:10]3[cH:11][cH:12][cH:13][cH:14][c:15]23)[n:16]1.[CH3:26][CH2:27][OH:28].[CH3:29][CH2:30][O:31][CH2:32][CH3:33].[ClH:25]>>[CH2:1]([CH2:2][CH3:3])[c:4]1[n:5]([NH2:17])[c:6]2[c:7]([cH:8][n:9][c:10]3[cH:11][cH:12][cH:13][cH:14][c:15]23)[n:16]1.